This data is from the Open Reaction Database (ORD), a public repository of structured organic reaction records. The task is: describe an organic reaction: reactants, conditions, products, and yield Starting materials: CC1(C)OCC(COc2ccc(F)c(C(=O)c3ccc(Nc4ccccc4[N+](=O)[O-])cc3Cl)c2)O1, O=C(O)C(F)(F)F, O. RXN SMILES: [Cl:1][c:2]1[c:3]([C:18](=[O:19])[c:20]2[c:21]([F:35])[cH:22][cH:23][c:24]([O:26][CH2:27][CH:28]3[O:29][C:30]([CH3:33])([CH3:34])[O:31][CH2:32]3)[cH:25]2)[cH:4][cH:5][c:6]([NH:8][c:9]2[c:10]([N+:15](=[O:16])[O-:17])[cH:11][cH:12][cH:13][cH:14]2)[cH:7]1.[F:36][C:37]([F:38])([F:39])[C:40]([OH:41])=[O:42].[OH2:43]>>[Cl:1][c:2]1[c:3]([C:18](=[O:19])[c:20]2[c:21]([F:35])[cH:22][cH:23][c:24]([O:26][CH2:27][CH:28]([OH:29])[CH2:32][OH:31])[cH:25]2)[cH:4][cH:5][c:6]([NH:8][c:9]2[c:10]([N+:15](=[O:16])[O-:17])[cH:11][cH:12][cH:13][cH:14]2)[cH:7]1. Yields the product O=C(c1cc(OCC(O)CO)ccc1F)c1ccc(Nc2ccccc2[N+](=O)[O-])cc1Cl. As a reaction SMILES: [CH3:1][N:2]([CH3:7])[S:3](Cl)(=[O:5])=[O:4].[CH3:8][O:9][C:10]1[CH:11]=[C:12]([CH3:31])[CH:13]=[C:14]2[C:18]=1[CH:17]([NH:19][C:20]1[CH:29]=[CH:28][C:27]3[C:22](=[CH:23][CH:24]=[C:25]([NH2:30])[CH:26]=3)[N:21]=1)[CH2:16][CH2:15]2>>[CH3:8][O:9][C:10]1[CH:11]=[C:12]([CH3:31])[CH:13]=[C:14]2[C:18]=1[CH:17]([NH:19][C:20]1[CH:29]=[CH:28][C:27]3[C:22](=[CH:23][CH:24]=[C:25]([NH:30][S:3]([N:2]([CH3:7])[CH3:1])(=[O:5])=[O:4])[CH:26]=3)[N:21]=1)[CH2:16][CH2:15]2. Procedure details: The title compound was prepared in accordance with the general method described in example 66 from dimethylsulfamoylchloride and rac-N2-(7-methoxy-5-methyl-indan-1-yl)-quinoline-2,6-diamine; MS: m/e=427.6 (M+H+). Product: COC=1C=C(C=C2CCC(C12)NC1=NC2=CC=C(C=C2C=C1)NS(=O)(=O)N(C)C)C (rac-N′-{2-[(7-Methoxy-5-methyl-2,3-dihydro-1H-inden-1-yl)amino]quinolin-6-yl}-N,N-dimethylsulfamide). The reactants are CN(S(=O)(=O)Cl)C (dimethylsulfamoylchloride), COC=1C=C(C=C2CCC(C12)NC1=NC2=CC=C(C=C2C=C1)N)C (rac-N2-(7-methoxy-5-methyl-indan-1-yl)-quinoline-2,6-diamine). The reactants are CN(C)P(=O)(N(C)C)N(C)C, NC1CC1, [Cl-], [Cl-], [Cl-], [Cl-], O, [Ti+4], O=C1c2ccccc2CCc2ccccc21, c1ccccc1. Product: c1ccc2c(c1)CCc1ccccc1C2=NC1CC1. Reaction SMILES: [CH3:22][N:23]([P:24]([N:25]([CH3:26])[CH3:27])([N:28]([CH3:29])[CH3:30])=[O:31])[CH3:32].[CH:17]1([NH2:20])[CH2:18][CH2:19]1.[Cl-:39].[Cl-:40].[Cl-:41].[Cl-:42].[OH2:21].[Ti+4:43].[cH:1]1[cH:2][cH:3][cH:4][c:5]2[c:11]1[CH2:10][CH2:9][c:8]1[c:7]([cH:15][cH:14][cH:13][cH:12]1)[C:6]2=[O:16].[cH:33]1[cH:34][cH:35][cH:36][cH:37][cH:38]1>>[cH:1]1[cH:2][cH:3][cH:4][c:5]2[c:11]1[CH2:10][CH2:9][c:8]1[c:7]([cH:15][cH:14][cH:13][cH:12]1)[C:6]2=[N:20][CH:17]1[CH2:18][CH2:19]1. The reactants are ice water, C(C)(C)C1=CC=C(C=C1)O (4-isopropylphenol), O1CCOC12CCC(CC2)O (1,4-dioxaspiro[4.5]decan-8-ol), C1(=CC=CC=C1)P(C1=CC=CC=C1)C1=CC=CC=C1 (triphenylphosphine), solution, N(=NC(=O)OCC)C(=O)OCC (diethyl azodicarboxylate), Cl (hydrochloric acid). The solvent is O (water), C(C)(=O)OCC (ethyl acetate), O1CCCC1 (tetrahydrofuran), C1(=CC=CC=C1)C (toluene), O1CCCC1 (tetrahydrofuran). Reaction conditions: time 24 hour. The product is C(C)(C)C1=CC=C(OC2CCC(CC2)=O)C=C1 (4-(4-isopropylphenoxy)-1-cyclohexanone). The yield is 35.2%. Reaction SMILES: [CH:1]([C:4]1[CH:9]=[CH:8][C:7]([OH:10])=[CH:6][CH:5]=1)([CH3:3])[CH3:2].[O:11]1[C:15]2([CH2:20][CH2:19][CH:18](O)[CH2:17][CH2:16]2)OCC1.C1(P(C2C=CC=CC=2)C2C=CC=CC=2)C=CC=CC=1.N(C(OCC)=O)=NC(OCC)=O.Cl>O1CCCC1.C1(C)C=CC=CC=1.O.C(OCC)(=O)C>[CH:1]([C:4]1[CH:9]=[CH:8][C:7]([O:10][CH:18]2[CH2:19][CH2:20][C:15](=[O:11])[CH2:16][CH2:17]2)=[CH:6][CH:5]=1)([CH3:3])[CH3:2]. Procedure: In 40 ml of anhydrous tetrahydrofuran were dissolved 4.00 g of 4-isopropylphenol, 5.10 g of 1,4-dioxaspiro[4.5]decan-8-ol and 8.47 g of triphenylphosphine. Then, 14.1 g of 40% solution of diethyl azodicarboxylate in toluene was dropwise added at 0-5° C., and the resulting mixture was stirred at ambient temperature for 24 hours. The reaction mixture was poured into ice water and extracted with ethyl acetate. The organic layer was washed successively with water and saturated aqueous solution of so... The reactants are BrC=1C=C(C(N(C1)C)=O)NC1=NC=C(C=C1)N1CCN(CC1)C(C)C (5-Bromo-3-(5-(4-isopropylpiperazin-1-yl)pyridin-2-ylamino)-1-methylpyridin-2(1H)-one), C(C)(=O)OCC1=C(C=CC=C1N1C(C=2N(C=3CCCCC3C2)CC1)=O)C1=CN(C(C(=C1)NC1=NC=C(C=C1)F)=O)C (2-(5-(5-Fluoropyridin-2-ylamino)-1-methyl-6-oxo-1,6-dihydropyridin-3-yl)-6-(1-oxo-3,4,6,7,8,9-hexahydropyrazino[1,2-a]indol-2(1H)-yl)benzyl Acetate), C(C)(=O)OCC1=C(C=CC=C1B1OC(C(O1)(C)C)(C)C)N1CCC=2C=3CCCCC3SC2C1=O ((2-{6-oxo-8-thia-5-azatricyclo-[7.4.0.02,7]trideca-1(9),2(7)-dien-5-yl}-6-(4,4,5,5-tetramethyl-1,3,2-dioxaborolan-2-yl)phenyl)methyl acetate). RXN SMILES: C(OCC1C(N2CCN3C4CCCCC=4C=C3C2=O)=CC=CC=1C1C=C(NC2C=CC([F:39])=CN=2)C(=O)N(C)C=1)(=O)C.[C:42]([O:45][CH2:46][C:47]1[C:52](B2OC(C)(C)C(C)(C)O2)=[CH:51][CH:50]=[CH:49][C:48]=1[N:62]1[C:74](=[O:75])[C:73]2[S:72][C:71]3[CH2:70][CH2:69][CH2:68][CH2:67][C:66]=3[C:65]=2[CH2:64][CH2:63]1)(=[O:44])[CH3:43].Br[C:77]1[CH:78]=[C:79]([NH:85][C:86]2[CH:91]=[CH:90][C:89]([N:92]3[CH2:97][CH2:96][N:95]([CH:98]([CH3:100])[CH3:99])[CH2:94][CH2:93]3)=[CH:88][N:87]=2)[C:80](=[O:84])[N:81]([CH3:83])[CH:82]=1>>[C:42]([O:45][CH2:46][C:47]1[C:48]([N:62]2[C:74](=[O:75])[C:73]3[S:72][C:71]4[CH2:70][CH2:69][CH2:68][CH2:67][C:66]=4[C:65]=3[CH2:64][CH2:63]2)=[CH:49][C:50]([F:39])=[CH:51][C:52]=1[C:77]1[CH:78]=[C:79]([NH:85][C:86]2[CH:91]=[CH:90][C:89]([N:92]3[CH2:97][CH2:96][N:95]([CH:98]([CH3:100])[CH3:99])[CH2:94][CH2:93]3)=[CH:88][N:87]=2)[C:80](=[O:84])[N:81]([CH3:83])[CH:82]=1)(=[O:44])[CH3:43]. The product is C(C)(=O)OCC1=C(C=C(C=C1N1CCC=2C=3CCCCC3SC2C1=O)F)C1=CN(C(C(=C1)NC1=NC=C(C=C1)N1CCN(CC1)C(C)C)=O)C ({4-Fluoro-2-[1-methyl-6-oxo-5-({5-[4-(propan-2-yl)piperazin-1-yl]pyridin-2-yl}amino)-1,6-dihydropyridin-3-yl]-6-{6-oxo-8-thia-5-azatricyclo-[7.4.0.02,7]trideca-1(9),2(7)-dien-5-yl}phenyl}methyl Acetate), solid. Procedure details: Following the procedures as described for 148b and starting with 400 mg of (4-fluoro-2-{6-oxo-8-thia-5-azatricyclo[7.4.0.02,7]trideca-1(9),2(7)-dien-5-yl}-6-(4,4,5,5-tetramethyl-1,3,2-dioxaborolan-2-yl)phenyl)methyl acetate 212b and 340 mg 5-bromo-3-(5-(4-isopropylpiperazin-1-yl)pyridin-2-ylamino)-1-methylpyridin-2(1H)-one 220a, compound 220b was obtained as a yellow solid (446 mg, 82%).MS: [M+H]+ 699 The yield is 82.0%. The reactants are C1(CC1)COC=1C=CC2=C(N=C(O2)N2CCC(CC2)OC[C@H](C)NC(OC(C)(C)C)=O)C1 (tert-butyl [(1S)-2-({1-[5-(cyclopropylmethoxy)-1,3-benzoxazol-2-yl]piperidin-4-yl}oxy)-1-methylethyl]carbamate), Cl.C(C)(=O)OCC (hydrogen chloride ethyl acetate). Reaction conditions: time 15 minute. The product is C1(CC1)COC=1C=CC2=C(N=C(O2)N2CCC(CC2)OC[C@H](C)NC(C)=O)C1 (N-[(1S)-2-({1-[5-(cyclopropylmethoxy)-1,3-benzoxazol-2-yl]piperidin-4-yl}oxy)-1-methylethyl]acetamide). As a reaction SMILES: [CH:1]1([CH2:4][O:5][C:6]2[CH:7]=[CH:8][C:9]3[O:13][C:12]([N:14]4[CH2:19][CH2:18][CH:17]([O:20][CH2:21][C@@H:22]([NH:24][C:25](=O)[O:26]C(C)(C)C)[CH3:23])[CH2:16][CH2:15]4)=[N:11][C:10]=3[CH:32]=2)[CH2:3][CH2:2]1.Cl.[C:34](OCC)(=O)C>>[CH:1]1([CH2:4][O:5][C:6]2[CH:7]=[CH:8][C:9]3[O:13][C:12]([N:14]4[CH2:19][CH2:18][CH:17]([O:20][CH2:21][C@@H:22]([NH:24][C:25](=[O:26])[CH3:34])[CH3:23])[CH2:16][CH2:15]4)=[N:11][C:10]=3[CH:32]=2)[CH2:3][CH2:2]1 |f:1.2|. Procedure details: To tert-butyl [(1S)-2-({1-[5-(cyclopropylmethoxy)-1,3-benzoxazol-2-yl]piperidin-4-yl}oxy)-1-methylethyl]carbamate (375 mg) was added 4M hydrogen chloride/ethyl acetate (5 mL), and the mixture was stirred at room temperature for 15 min and concentrated. Pyridine (5 mL) and acetic anhydride (5 mL) were added to the residue, and the mixture was stirred at room temperature for 10 min. The reaction mixture was concentrated, the residue was purified by silica gel chromatography (NH, hexane/ethyl aceta... The reactants are Br (Hydrobromic acid), C(C)(=O)O[C@H]1[C@H](OC(C)=O)[C@@H](OC(C)=O)[C@H](OC(C)=O)[C@H](O1)COC(C)=O (β-D-glucose pentaacetate). Solvent: ice water. Conditions: time 10 minute. Product: C(C)(=O)O.C(C)(=O)O.C(C)(=O)O.C(C)(=O)O.Br[C@@]1(O)[C@H](O)[C@@H](O)[C@H](O)[C@H](O1)CO (1-Bromo α-D glucose tetraacetate). Isolated yield 325.2%. As a reaction SMILES: [BrH:1].[C:2]([O:5][C@@H:6]1[O:23][C@H:22]([CH2:24][O:25]C(=O)C)[C@@H:17]([O:18]C(=O)C)[C@H:12]([O:13]C(=O)C)[C@H:7]1[O:8]C(=O)C)(=[O:4])[CH3:3]>>[C:2]([OH:5])(=[O:4])[CH3:3].[C:2]([OH:5])(=[O:4])[CH3:3].[C:2]([OH:5])(=[O:4])[CH3:3].[C:2]([OH:5])(=[O:4])[CH3:3].[Br:1][C@@:6]1([O:23][C@H:22]([CH2:24][OH:25])[C@@H:17]([OH:18])[C@H:12]([OH:13])[C@H:7]1[OH:8])[OH:5] |f:2.3.4.5.6|. Reported procedure: Hydrobromic acid (30% in acetic acid, 11.85 ml, 55.4 mmol) was added to β-D-glucose pentaacetate (12.01 g, 30.8 mmol) at 0° C. After 10 minutes, the resulting solution was warmed to room temperature and stirred for 4 hours. The reaction mixture was slowly poured, with stirring, into ice water (250 ml) and was stirred until the product solidified. The product was collected by vacuum filtration and washed with cold water. The white solid was dissolved in carbon tetrachloride (60 ml) and washed wit... The reactants are O=C(NC1=C(F)C(F)=C(C(F)=C1F)C(F)(F)F)C(C)(C)CCCOC2=CC(=CC=C2C)C. Reagents/catalysts: O=C(O)C, N=1C(OC)=CC(OC)=C2C=CC=CC12, [K].O=C(O)O, [B-](F)(F)(F)F.CC[N+](CC)(CC)CC, O1B(OC(C)(C)C1(C)C)B2OC(C)(C)C(O2)(C)C, [Pd].O=C(O)C. Solvent: N#CC. Run at temperature 80 celsius, time 15 hour. Yields the product O=C(NC1=C(F)C(F)=C(C(F)=C1F)C(F)(F)F)C(C)(CB2OC(C)(C)C(O2)(C)C)CCCOC3=CC(=CC=C3C)C. Yield: 71.0%.